Dataset: the Open Reaction Database (ORD), a public repository of structured organic reaction records. Task: describe an organic reaction: reactants, conditions, products, and yield Starting materials: FC=1C(=NC2=CC=CC(=C2N1)C1=CC=2C(NCCC2N1)=O)C (2-(3-fluoro-2-methylquinoxalin-5-yl)-6,7-dihydro-1H-pyrrolo[3,2-c]pyridin-4(5H)-one), CO.C(Cl)Cl (MeOH DCM), C(CCC)N (butan-1-amine). Run in CS(=O)C (DMSO). Conditions: temperature 75 celsius. Product: C(CCC)NC=1C(=NC2=CC=CC(=C2N1)C1=CC=2C(NCCC2N1)=O)C (2-(3-(butylamino)-2-methylquinoxalin-5-yl)-6,7-dihydro-1H-pyrrolo[3,2-c]pyridin-4(5H)-one). The yield is 12.9%. As a reaction SMILES: F[C:2]1[C:3]([CH3:22])=[N:4][C:5]2[C:10]([N:11]=1)=[C:9]([C:12]1[NH:20][C:19]3[CH2:18][CH2:17][NH:16][C:15](=[O:21])[C:14]=3[CH:13]=1)[CH:8]=[CH:7][CH:6]=2.[CH2:23]([NH2:27])[CH2:24][CH2:25][CH3:26].CO.C(Cl)Cl>CS(C)=O>[CH2:23]([NH:27][C:2]1[C:3]([CH3:22])=[N:4][C:5]2[C:10]([N:11]=1)=[C:9]([C:12]1[NH:20][C:19]3[CH2:18][CH2:17][NH:16][C:15](=[O:21])[C:14]=3[CH:13]=1)[CH:8]=[CH:7][CH:6]=2)[CH2:24][CH2:25][CH3:26] |f:2.3|. Reported procedure: Prepared similar to that described in Example 131 using 2-(3-fluoro-2-methylquinoxalin-5-yl)-6,7-dihydro-1H-pyrrolo[3,2-c]pyridin-4(5H)-one (Example 126; 41.5 mg, 0.140 mmol) and butan-1-amine (0.042 mL, 0.420 mmol) in DMSO (1.0 mL), heating at 75° C. for 45 min. Chromatographic purification (silica gel, 0-100% EtOAc/hexanes, then 0-10% MeOH/DCM) furnished 2-(3-(butylamino)-2-methylquinoxalin-5-yl)-6,7-dihydro-1H-pyrrolo[3,2-c]pyridin-4(5H)-one (6.28 mg, 0.018 mmol, 13% yield) as a yellow solid:... Starting materials: [H-].[H-].[H-].[H-].[Li+].[Al+3] (LiAlH4), FC1=C(C=CC(=C1)OC)C(C)(C)O (2-(2-fluoro-4-methoxyphenyl)-2-propanol), Cl (HCl). The reagents and catalysts are [Cl-].[Cl-].[Cl-].[Ti+3] (titanium trichloride). Run in C(OC)COC (dimethoxyethane), C(OC)COC (dimethoxyethane), O (water). Conditions: time 10 minute. Yields the product FC1=C(C=CC(=C1)OC)C(C)(C(C)(C)C1=C(C=C(C=C1)OC)F)C (2,3-bis-(2-fluoro-4-methoxyphenyl)-2,3-dimethylbutane). As a reaction SMILES: [H-].[H-].[H-].[H-].[Li+].[Al+3].[F:7][C:8]1[CH:13]=[C:12]([O:14][CH3:15])[CH:11]=[CH:10][C:9]=1[C:16](O)([CH3:18])[CH3:17].Cl>C(COC)OC.O.[Cl-].[Cl-].[Cl-].[Ti+3]>[F:7][C:8]1[CH:13]=[C:12]([O:14][CH3:15])[CH:11]=[CH:10][C:9]=1[C:16]([CH3:18])([C:16]([C:9]1[CH:10]=[CH:11][C:12]([O:14][CH3:15])=[CH:13][C:8]=1[F:7])([CH3:18])[CH3:17])[CH3:17] |f:0.1.2.3.4.5,10.11.12.13|. Procedure: 4.63 g (0.03 mole) titanium trichloride are suspended under nitrogen in 150 cm3 anhydrous dimethoxyethane (glyme) and 0.38 g (0.01 mole) LiAlH4 rapidly added to the resulting suspension while cooling with ice. The dark suspension thus obtained is stirred for 10 minutes. 1.84 g (0.01 mole) 2-(2-fluoro-4-methoxyphenyl)-2-propanol dissolved in 10 cm3 anhydrous dimethoxyethane are then added dropwise with stirring and the mixture heated under reflux for 16 hours. After cooling, the reaction product ... Reaction SMILES: [Br:33][CH2:34][c:35]1[cH:36][cH:37][c:38]([C:41]([F:42])([F:43])[F:44])[cH:39][cH:40]1.[C:1](#[N:2])[c:3]1[cH:4][c:5]([CH:28]([CH3:29])[CH3:30])[c:6]2[c:7]([n:8][c:9](-[c:11]3[cH:12][cH:13][c:14]([C:15](=[O:16])[NH:17][CH2:18][CH:19]4[CH2:20][CH2:21][NH:22][CH2:23][CH2:24]4)[cH:25][cH:26]3)[o:10]2)[cH:27]1.[H-:31].[Na+:32].[O:45]1[CH2:46][CH2:47][CH2:48][CH2:49]1>>[C:1](#[N:2])[c:3]1[cH:4][c:5]([CH:28]([CH3:29])[CH3:30])[c:6]2[c:7]([n:8][c:9](-[c:11]3[cH:12][cH:13][c:14]([C:15](=[O:16])[NH:17][CH2:18][CH:19]4[CH2:20][CH2:21][N:22]([CH2:34][c:35]5[cH:36][cH:37][c:38]([C:41]([F:42])([F:43])[F:44])[cH:39][cH:40]5)[CH2:23][CH2:24]4)[cH:25][cH:26]3)[o:10]2)[cH:27]1. Starting materials: FC(F)(F)c1ccc(CBr)cc1, CC(C)c1cc(C#N)cc2nc(-c3ccc(C(=O)NCC4CCNCC4)cc3)oc12, [H-], [Na+], C1CCOC1. Yields the product CC(C)c1cc(C#N)cc2nc(-c3ccc(C(=O)NCC4CCN(Cc5ccc(C(F)(F)F)cc5)CC4)cc3)oc12. The reactants are CCOC(C)=O, CC(c1ccc(Nc2nc(C(F)(F)F)cs2)cc1)c1ccn[nH]1. The product is CC(c1ccc(Nc2nc(C(F)(F)F)cs2)cc1)c1ccnn1O. As a reaction SMILES: [CH3:24][CH2:25][O:26][C:27]([CH3:28])=[O:29].[nH:1]1[n:2][cH:3][cH:4][c:5]1[CH:6]([CH3:7])[c:8]1[cH:9][cH:10][c:11]([NH:14][c:15]2[s:16][cH:17][c:18]([C:20]([F:21])([F:22])[F:23])[n:19]2)[cH:12][cH:13]1>>[n:1]1([OH:26])[n:2][cH:3][cH:4][c:5]1[CH:6]([CH3:7])[c:8]1[cH:9][cH:10][c:11]([NH:14][c:15]2[s:16][cH:17][c:18]([C:20]([F:21])([F:22])[F:23])[n:19]2)[cH:12][cH:13]1. The reactants are CC=1SC=CC1C1OCCO1 (2-(2-methylthiophen-3-yl)-1,3-dioxolane), BrN1C(CCC1=O)=O (N-bromosuccinimide). Run in C(C)#N (acetonitrile). Run at time 7 hour. Yields the product BrC1=CC(=C(S1)C)C1OCCO1 (2-(5-bromo-2-methylthiophen-3-yl)-1,3-dioxolane). The yield is 63.9%. RXN SMILES: [CH3:1][C:2]1[S:3][CH:4]=[CH:5][C:6]=1[CH:7]1[O:11][CH2:10][CH2:9][O:8]1.[Br:12]N1C(=O)CCC1=O>C(#N)C>[Br:12][C:4]1[S:3][C:2]([CH3:1])=[C:6]([CH:7]2[O:11][CH2:10][CH2:9][O:8]2)[CH:5]=1. Reported procedure: To a solution of 2-(2-methylthiophen-3-yl)-1,3-dioxolane (2.30 g) synthesized above in acetonitrile (25 mL) was added N-bromosuccinimide (2.65 g), and the mixture was stirred at room temperature for 7 hr. The reaction mixture was concentrated under reduced pressure, and the residue was purified by silica gel column chromatography (5% ethyl acetate/hexane) to give the title compound (2.15 g, 64%) as a pale-yellow oil.